describe an organic reaction: reactants, conditions, products, and yield From a dataset of the Open Reaction Database (ORD), a public repository of structured organic reaction records. Starting materials: CCCCCCCCCCO, CCCCCCCCCCO, CS(=O)(=O)O, CCO, C, [K+], [K+], CCOC(=O)N1CCNCC1, O=C([O-])[O-], O=S(=O)(Cl)Cl. Yields the product CCCCCCCCCCN1CCN(C(=O)OCC)CC1. As a reaction SMILES: [CH2:17]([CH2:18][CH2:19][CH2:20][CH2:21][CH2:22][CH2:23][CH2:24][CH2:25][CH3:26])[OH:27].[CH2:28]([OH:29])[CH2:30][CH2:31][CH2:32][CH2:33][CH2:34][CH2:35][CH2:36][CH2:37][CH3:38].[CH3:12][S:13]([OH:14])(=[O:15])=[O:16].[CH3:51][CH2:52][OH:53].[CH4:44].[K+:45].[K+:46].[N:1]1([C:7](=[O:8])[O:9][CH2:10][CH3:11])[CH2:2][CH2:3][NH:4][CH2:5][CH2:6]1.[O-:47][C:48]([O-:49])=[O:50].[S:39]([Cl:40])([Cl:41])(=[O:42])=[O:43]>>[N:1]1([C:7](=[O:8])[O:9][CH2:10][CH3:11])[CH2:2][CH2:3][N:4]([CH2:17][CH2:18][CH2:19][CH2:20][CH2:21][CH2:22][CH2:23][CH2:24][CH2:25][CH3:26])[CH2:5][CH2:6]1.